From a dataset of the Open Reaction Database (ORD), a public repository of structured organic reaction records. describe an organic reaction: reactants, conditions, products, and yield Starting materials: C(C)(C)(C)OC(C[C@@H](C(OCC)OCC)NS(=O)(=O)C1=C(C=C(C=C1)NC(CCCN(C)C)=O)OCC1=CC=CC=C1)=O ((S)-3-[2-Benzyloxy-4-(4-dimethylamino-butanoylamino)-benzenesulfonylamino]-4,4-diethoxy-butyric acid tert-butyl ester), CCO (EtOH). Reagents/catalysts: [Pd] (palladium on carbon), [Pd] (Pd/C). Solvent: C1CCOC1.CCO (THF EtOH). Conditions: time 19.5 hour. Yields the product C(C)(C)(C)OC(C[C@@H](C(OCC)OCC)NS(=O)(=O)C1=C(C=C(C=C1)NC(CCCN(C)C)=O)O)=O ((S)-3-[4-(4-dimethylamino-butanoylamino)-2-hydroxy-benzensulfonylamino]-4,4-diethoxy-butyric acid tert-butyl ester). Isolated yield 83.0%. Reaction SMILES: [C:1]([O:5][C:6](=[O:43])[CH2:7][C@H:8]([NH:16][S:17]([C:20]1[CH:25]=[CH:24][C:23]([NH:26][C:27](=[O:34])[CH2:28][CH2:29][CH2:30][N:31]([CH3:33])[CH3:32])=[CH:22][C:21]=1[O:35]CC1C=CC=CC=1)(=[O:19])=[O:18])[CH:9]([O:13][CH2:14][CH3:15])[O:10][CH2:11][CH3:12])([CH3:4])([CH3:3])[CH3:2].CCO>[Pd].C1COCC1.CCO>[C:1]([O:5][C:6](=[O:43])[CH2:7][C@H:8]([NH:16][S:17]([C:20]1[CH:25]=[CH:24][C:23]([NH:26][C:27](=[O:34])[CH2:28][CH2:29][CH2:30][N:31]([CH3:33])[CH3:32])=[CH:22][C:21]=1[OH:35])(=[O:19])=[O:18])[CH:9]([O:10][CH2:11][CH3:12])[O:13][CH2:14][CH3:15])([CH3:2])([CH3:4])[CH3:3] |f:3.4|. Procedure: (S)-3-[2-Benzyloxy-4-(4-dimethylamino-butanoylamino)-benzenesulfonylamino]-4,4-diethoxy-butyric acid tert-butyl ester (0.62 g, 1.0 mmol) was shaken with 20% palladium on carbon (0.06 g) in THF-EtOH (1:1) under H2 (50 psi) for 16 h using a Parr apparatus. Mass spectrometry and NMR analysis indicated only starting material to be present. An additional 0.28 g of 20% Pd/C and EtOH (50 mL) were added and allowed to stir for 19.5 h. TLC analysis showed complete consumption of starting material. The re... The reactants are Cl (hydrochloric acid), C(C)(C)(C)OC(=O)CC(C#N)C#N (2-(tert-butoxycarbonylmethyl)malononitrile), FC(CCCBr)(F)F (1,1,1-trifluoro-4-bromobutane), C([O-])([O-])=O.[K+].[K+] (potassium carbonate). Run in CN(C=O)C (N,N-dimethylformamide). Conditions: time 5 hour. The product is C(C)(C)(C)OC(=O)CC(C#N)(C#N)CCCC(F)(F)F (2-(tert-butoxycarbonylmethyl)-2-(4,4,4-trifluorobutyl)malononitrile). Yield: 67.9%. RXN SMILES: [C:1]([O:5][C:6]([CH2:8][CH:9]([C:12]#[N:13])[C:10]#[N:11])=[O:7])([CH3:4])([CH3:3])[CH3:2].[F:14][C:15]([F:21])([F:20])[CH2:16][CH2:17][CH2:18]Br.C(=O)([O-])[O-].[K+].[K+].Cl>CN(C)C=O>[C:1]([O:5][C:6]([CH2:8][C:9]([CH2:18][CH2:17][CH2:16][C:15]([F:21])([F:20])[F:14])([C:12]#[N:13])[C:10]#[N:11])=[O:7])([CH3:4])([CH3:2])[CH3:3] |f:2.3.4|. Procedure: 0.48 g of 2-(tert-butoxycarbonylmethyl)malononitrile and 0.32 g of 1,1,1-trifluoro-4-bromobutane were dissolved in 2 ml of N,N-dimethylformamide, and to the solution was added 0.40 g of potassium carbonate followed by stirring for 5 hours at room temperature. Then, to the reaction mixture was added dilute hydrochloric acid, and extracted with ethyl acetate. The organic layer was washed successively with water and saturated brine, dried over anhydrous magnesium sulfate and concentrated under redu...